From a dataset of the Open Reaction Database (ORD), a public repository of structured organic reaction records. describe an organic reaction: reactants, conditions, products, and yield Starting materials: CS(=O)(=O)OCC=1C=NC(=CC1)C#N ((6-Cyanopyridin-3-yl)methyl methanesulfonate), CCO (EtOH). The product is C(C)OCC=1C=CC(=NC1)C#N (5-(ethoxymethyl)picolinonitrile). Reaction SMILES: CS([O:5][CH2:6][C:7]1[CH:8]=[N:9][C:10]([C:13]#[N:14])=[CH:11][CH:12]=1)(=O)=O.[CH3:15][CH2:16]O>>[CH2:15]([O:5][CH2:6][C:7]1[CH:12]=[CH:11][C:10]([C:13]#[N:14])=[N:9][CH:8]=1)[CH3:16]. Reported procedure: (6-Cyanopyridin-3-yl)methyl methanesulfonate (199 mg, 0.94 mmol) in 2 mL anhydrous EtOH was heated at 85° C. in a sealed tube for 3.5 h. The mixture was concentrated and purified by silica gel chromatography (elution with 0-25% EtOAc/Hex) to afford 5-(ethoxymethyl)picolinonitrile (104 mg).